From a dataset of the Open Reaction Database (ORD), a public repository of structured organic reaction records. describe an organic reaction: reactants, conditions, products, and yield Starting materials: ClCC1=CC=C(C=C1)C1=CC2=NC=CC(=C2S1)OC1=C(C=C(C=C1)[N+](=O)[O-])F (2-(4-(Chloromethyl)phenyl)-7-(2-fluoro-4-nitrophenoxy)thieno[3,2-b]pyridine), N1CCOCC1 (morpholine). Run in CN(C)C=O (DMF). Reaction conditions: temperature 60 celsius. Yields the product FC1=C(OC2=C3C(=NC=C2)C=C(S3)C3=CC=C(C=C3)CN3CCOCC3)C=CC(=C1)[N+](=O)[O-] (7-(2-Fluoro-4-nitrophenoxy)-2-(4-(morpholinomethyl)phenyl)thieno[3,2-b]pyridine). Yield: 94.4%. Reaction SMILES: Cl[CH2:2][C:3]1[CH:8]=[CH:7][C:6]([C:9]2[S:17][C:16]3[C:11](=[N:12][CH:13]=[CH:14][C:15]=3[O:18][C:19]3[CH:24]=[CH:23][C:22]([N+:25]([O-:27])=[O:26])=[CH:21][C:20]=3[F:28])[CH:10]=2)=[CH:5][CH:4]=1.[NH:29]1[CH2:34][CH2:33][O:32][CH2:31][CH2:30]1>CN(C=O)C>[F:28][C:20]1[CH:21]=[C:22]([N+:25]([O-:27])=[O:26])[CH:23]=[CH:24][C:19]=1[O:18][C:15]1[CH:14]=[CH:13][N:12]=[C:11]2[CH:10]=[C:9]([C:6]3[CH:7]=[CH:8][C:3]([CH2:2][N:29]4[CH2:34][CH2:33][O:32][CH2:31][CH2:30]4)=[CH:4][CH:5]=3)[S:17][C:16]=12. Procedure details: To a suspension of 52 (823 mg, 1.82 mmol) in DMF (10 ml) was added morpholine (317 mg, 3.65 mmol) and the reaction mixture was heated for 4 hours at 60° C., the solvent was removed under reduced pressure and the residual solid was triturated with EtOAc and collected by filtration. It was further washed with EtOAc until no color was observed in the filtrate, to form the title compound 53 (800 mg, 94% yield), which was used without additional purification. 1HNMR (DMSO) δ (ppm): 8.57 (d, J=4.7 Hz, ...